Dataset: the Open Reaction Database (ORD), a public repository of structured organic reaction records. Task: describe an organic reaction: reactants, conditions, products, and yield Starting materials: CC#N, CCN(C(C)C)C(C)C, Cc1ccc(N2CCc3ncnc(Cl)c3C2)c(C#N)c1, CC(N)c1ccc(Cl)c(S(C)(=O)=O)c1. Yields the product Cc1ccc(N2CCc3ncnc(NC(C)c4ccc(Cl)c(S(C)(=O)=O)c4)c3C2)c(C#N)c1. RXN SMILES: [CH3:35][C:36]#[N:37].[CH:38]([N:39]([CH2:40][CH3:41])[CH:42]([CH3:43])[CH3:44])([CH3:45])[CH3:46].[Cl:1][c:2]1[c:3]2[c:4]([n:5][cH:6][n:7]1)[CH2:8][CH2:9][N:10]([c:12]1[c:13]([C:14]#[N:15])[cH:16][c:17]([CH3:20])[cH:18][cH:19]1)[CH2:11]2.[Cl:21][c:22]1[c:23]([S:31](=[O:32])(=[O:33])[CH3:34])[cH:24][c:25]([CH:28]([CH3:29])[NH2:30])[cH:26][cH:27]1>>[c:2]1([NH:30][CH:28]([c:25]2[cH:24][c:23]([S:31](=[O:32])(=[O:33])[CH3:34])[c:22]([Cl:21])[cH:27][cH:26]2)[CH3:29])[c:3]2[c:4]([n:5][cH:6][n:7]1)[CH2:8][CH2:9][N:10]([c:12]1[c:13]([C:14]#[N:15])[cH:16][c:17]([CH3:20])[cH:18][cH:19]1)[CH2:11]2. The reactants are FC1=C(C=CC=C1F)C(COC(COC(C1=CC=CC=C1)(C1=CC=CC=C1)C1=CC=CC=C1)C=C)=NO (1-(2,3-Difluorophenyl)-2-(1-(trityloxy)but-3-en-2-yloxy)ethanone oxime), C1(O)=CC=C(O)C=C1 (hydroquinone). The solvent is C1(=CC=CC=C1)C (toluene). Reaction conditions: temperature 112.5 celsius, time 13 hour. Product: FC1=C(C=CC=C1F)C12NOCC1C(OC2)COC(C2=CC=CC=C2)(C2=CC=CC=C2)C2=CC=CC=C2 (6a-(2,3-Difluorophenyl)-4-((trityloxy)methyl)hexahydrofuro[3,4-c]isoxazole). The yield is 66.1%. As a reaction SMILES: [F:1][C:2]1[C:7]([F:8])=[CH:6][CH:5]=[CH:4][C:3]=1[C:9](=[N:36][OH:37])[CH2:10][O:11][CH:12]([CH:34]=[CH2:35])[CH2:13][O:14][C:15]([C:28]1[CH:33]=[CH:32][CH:31]=[CH:30][CH:29]=1)([C:22]1[CH:27]=[CH:26][CH:25]=[CH:24][CH:23]=1)[C:16]1[CH:21]=[CH:20][CH:19]=[CH:18][CH:17]=1.C1(C=CC(O)=CC=1)O>C1(C)C=CC=CC=1>[F:1][C:2]1[C:7]([F:8])=[CH:6][CH:5]=[CH:4][C:3]=1[C:9]12[CH2:10][O:11][CH:12]([CH2:13][O:14][C:15]([C:16]3[CH:21]=[CH:20][CH:19]=[CH:18][CH:17]=3)([C:22]3[CH:23]=[CH:24][CH:25]=[CH:26][CH:27]=3)[C:28]3[CH:29]=[CH:30][CH:31]=[CH:32][CH:33]=3)[CH:34]1[CH2:35][O:37][NH:36]2. Procedure details: To a solution of 1-(2,3-Difluorophenyl)-2-(1-(trityloxy)but-3-en-2-yloxy)ethanone oxime 16 (20.0 g, 0.0400 mol, 1.0 equiv.) in toluene (140 mL) was charged hydroquinone (0.0882 g, 0.008 mol, 0.2 equiv.). The reaction mixture was heated to reflux (110-115° C.) and held for 13 hours. The reaction mixture was cooled to 20-25° C. and then concentrated under vacuum (T<45° C.). The solvents were chased with 2-propanol (100 mL). To the crude residue was charged isopropanol (140 mL) and the mixture was ... Reactants: C1CCOC1, OCCCNc1nc(Cl)ccc1C(F)(F)F, O=C(N=NC(=O)N1CCCCC1)N1CCCCC1, CCOC(=O)CC1CCc2cc(O)ccc21, c1ccc(P(c2ccccc2)c2ccccc2)cc1. Product: CCOC(=O)CC1CCc2cc(OCCCNc3nc(Cl)ccc3C(F)(F)F)ccc21. Reaction SMILES: [CH2:70]1[O:71][CH2:72][CH2:73][CH2:74]1.[Cl:1][c:2]1[cH:3][cH:4][c:5]([C:13]([F:14])([F:15])[F:16])[c:6]([NH:8][CH2:9][CH2:10][CH2:11][OH:12])[n:7]1.[N:52]([C:53]([N:54]1[CH2:55][CH2:56][CH2:57][CH2:58][CH2:59]1)=[O:60])=[N:61][C:62]([N:63]1[CH2:64][CH2:65][CH2:66][CH2:67][CH2:68]1)=[O:69].[OH:17][c:18]1[cH:19][c:20]2[c:24]([cH:25][cH:26]1)[CH:23]([CH2:27][C:28](=[O:29])[O:30][CH2:31][CH3:32])[CH2:22][CH2:21]2.[c:33]1([P:34]([c:35]2[cH:36][cH:37][cH:38][cH:39][cH:40]2)[c:41]2[cH:42][cH:43][cH:44][cH:45][cH:46]2)[cH:47][cH:48][cH:49][cH:50][cH:51]1>>[Cl:1][c:2]1[cH:3][cH:4][c:5]([C:13]([F:14])([F:15])[F:16])[c:6]([NH:8][CH2:9][CH2:10][CH2:11][O:12][c:18]2[cH:19][c:20]3[c:24]([cH:25][cH:26]2)[CH:23]([CH2:27][C:28](=[O:29])[O:30][CH2:31][CH3:32])[CH2:22][CH2:21]3)[n:7]1. Starting materials: oil, 18.9, CC(C)(C)OC(=O)N[C@@H](CC(=O)OCC1=CC=CC=C1)C(=O)ON2C(=O)CCC2=O (Boc-Asp(OBzl)O Su), N([C@@H]([C@@H](C)CC)C(=O)N[C@@H](CCSC)C(=O)NNC(=O)OCC(Cl)(Cl)Cl)C(=O)OC(C)(C)C (Boc-Ile-Met-NH-NH-Troc). Solvent: C1CCOC1 (THF), C1CCOC1 (THF), C(C)(=O)OCC (ethyl acetate). Conditions: time 4 hour. Yields the product N([C@@H](CC(OCC1=CC=CC=C1)=O)C(=O)N[C@@H]([C@@H](C)CC)C(=O)N[C@@H](CCSC)C(=O)NNC(=O)OCC(Cl)(Cl)Cl)C(=O)OC(C)(C)C (Boc-Asp(OBzl)-Ile-Met-NH-NH-Troc). Reaction SMILES: [CH3:1][C:2]([O:5][C:6]([NH:8][C@H:9]([C:21]([O:23]N1C(=O)CCC1=O)=O)[CH2:10][C:11]([O:13][CH2:14][C:15]1[CH:20]=[CH:19][CH:18]=[CH:17][CH:16]=1)=[O:12])=[O:7])([CH3:4])[CH3:3].[NH:31](C(OC(C)(C)C)=O)[C@H:32]([C:37]([NH:39][C@H:40]([C:45]([NH:47][NH:48][C:49]([O:51][CH2:52][C:53]([Cl:56])([Cl:55])[Cl:54])=[O:50])=[O:46])[CH2:41][CH2:42][S:43][CH3:44])=[O:38])[C@H:33]([CH2:35][CH3:36])[CH3:34]>C1COCC1.C(OCC)(=O)C>[NH:8]([C:6]([O:5][C:2]([CH3:1])([CH3:3])[CH3:4])=[O:7])[C@H:9]([C:21]([NH:31][C@H:32]([C:37]([NH:39][C@H:40]([C:45]([NH:47][NH:48][C:49]([O:51][CH2:52][C:53]([Cl:54])([Cl:55])[Cl:56])=[O:50])=[O:46])[CH2:41][CH2:42][S:43][CH3:44])=[O:38])[C@H:33]([CH2:35][CH3:36])[CH3:34])=[O:23])[CH2:10][C:11](=[O:12])[O:13][CH2:14][C:15]1[CH:16]=[CH:17][CH:18]=[CH:19][CH:20]=1. Procedure: The preceding 30 g of oil in solution in 250 ml of THF are treated with 6.4 ml (50 mM) of NEM and 18.9 (45 mM) of Boc-Asp(OBzl)O Su. The apparent pH is adjusted between 6 and 7 by successive additions of NEM. After 4 hours, the product is isolated by evaporation of the THF, take-up in 400 ml of ethyl acetate followed by the same washings as the preceding homologue (3). The residue after drying and evaporation (36.5 g) is purified by chromatography over a column of silica with dichloromethane as ... Starting materials: C1CCNCC1, O=Cc1ccc(N2CCC(N3CCCCC3)CC2)cc1. Product: c1cc(N2CCC(N3CCCCC3)CC2)ccc1CN1CCCCC1. As a reaction SMILES: [CH2:21]1[CH2:22][CH2:23][NH:24][CH2:25][CH2:26]1.[N:1]1([CH:7]2[CH2:8][CH2:9][N:10]([c:13]3[cH:14][cH:15][c:16]([CH:17]=[O:18])[cH:19][cH:20]3)[CH2:11][CH2:12]2)[CH2:2][CH2:3][CH2:4][CH2:5][CH2:6]1>>[N:1]1([CH:7]2[CH2:8][CH2:9][N:10]([c:13]3[cH:14][cH:15][c:16]([CH2:17][N:24]4[CH2:23][CH2:22][CH2:21][CH2:26][CH2:25]4)[cH:19][cH:20]3)[CH2:11][CH2:12]2)[CH2:2][CH2:3][CH2:4][CH2:5][CH2:6]1. Starting materials: OC1=C(C=C(C=NN2C(=NC=C2)N2CCOCC2)C=C1C(C)(C)C)C(C)(C)C (1-(4-hydroxy-3,5-di-tert.-butylbenzylideneamino)-2-morpholinoimidazole), C(#N)[BH3-].[Na+] (sodium cyanoborohydride). Solvent: C(C)(=O)O (acetic acid). Reaction conditions: time 8 hour. Product: OC1=C(C=C(CNN2C(=NC=C2)N2CCOCC2)C=C1C(C)(C)C)C(C)(C)C (1-(4-hydroxy-3,5-di-tert.-butylbenzylamino)-2-morpholinoimidazole). RXN SMILES: [OH:1][C:2]1[C:20]([C:21]([CH3:24])([CH3:23])[CH3:22])=[CH:19][C:5]([CH:6]=[N:7][N:8]2[CH:12]=[CH:11][N:10]=[C:9]2[N:13]2[CH2:18][CH2:17][O:16][CH2:15][CH2:14]2)=[CH:4][C:3]=1[C:25]([CH3:28])([CH3:27])[CH3:26].C([BH3-])#N.[Na+]>C(O)(=O)C>[OH:1][C:2]1[C:20]([C:21]([CH3:23])([CH3:22])[CH3:24])=[CH:19][C:5]([CH2:6][NH:7][N:8]2[CH:12]=[CH:11][N:10]=[C:9]2[N:13]2[CH2:18][CH2:17][O:16][CH2:15][CH2:14]2)=[CH:4][C:3]=1[C:25]([CH3:28])([CH3:27])[CH3:26] |f:1.2|. Procedure details: 1.92 g of 1-(4-hydroxy-3,5-di-tert.-butylbenzylideneamino)-2-morpholinoimidazole are dissolved in 30 ml of glacial acetic acid and treated portionwise within 30 minutes with 0.7 g of 90% sodium cyanoborohydride. The reaction mixture is stirred overnight. The solvent is removed by evaporation in a vacuum and the residue is treated with 20 ml of water. Saturated sodium carbonate solution is added up to an alkaline reaction and the mixture is extracted three times with 20 ml of methylene chloride e...